From a dataset of the Open Reaction Database (ORD), a public repository of structured organic reaction records. describe an organic reaction: reactants, conditions, products, and yield The reactants are CCN=C=NCCCN(C)C, CC#N, Cl, O=C(O)c1ccc(F)c2ccccc12, CC(C)(C)c1ccc(CC(N)C(O)c2cccc(Cl)c2)cc1, O, O, On1nnc2ccccc21. The product is CC(C)(C)c1ccc(CC(NC(=O)c2ccc(F)c3ccccc23)C(O)c2cccc(Cl)c2)cc1. As a reaction SMILES: [CH2:38]([N:39]=[C:40]=[N:41][CH2:42][CH2:43][CH2:44][N:45]([CH3:46])[CH3:47])[CH3:48].[CH3:60][C:61]#[N:62].[ClH:37].[F:23][c:24]1[cH:25][cH:26][c:27]([C:34](=[O:35])[OH:36])[c:28]2[cH:29][cH:30][cH:31][cH:32][c:33]12.[NH2:1][CH:2]([CH:3]([OH:4])[c:5]1[cH:6][c:7]([Cl:11])[cH:8][cH:9][cH:10]1)[CH2:12][c:13]1[cH:14][cH:15][c:16]([C:19]([CH3:20])([CH3:21])[CH3:22])[cH:17][cH:18]1.[OH2:49].[OH2:63].[OH:50][n:51]1[c:52]2[cH:53][cH:54][cH:55][cH:56][c:57]2[n:58][n:59]1>>[NH:1]([CH:2]([CH:3]([OH:4])[c:5]1[cH:6][c:7]([Cl:11])[cH:8][cH:9][cH:10]1)[CH2:12][c:13]1[cH:14][cH:15][c:16]([C:19]([CH3:20])([CH3:21])[CH3:22])[cH:17][cH:18]1)[C:34]([c:27]1[cH:26][cH:25][c:24]([F:23])[c:33]2[c:28]1[cH:29][cH:30][cH:31][cH:32]2)=[O:35]. Reactants: ClC1=CC=C(C=C1)C1=NOC2=C1CCCC(C2)C(=O)O (3-(4-chlorophenyl)-5,6,7,8-tetrahydro-4H-cyclohept[d]isoxazole-7-carboxylic acid), C(C)(C)[N-]C(C)C.[Li+] (lithium diisopropylamide), solution, C(CCC)[Li] (n-butyllithium), C(C)(C)NC(C)C (diisopropylamine), Cl (hydrochloric acid), CI (methyl iodide). Run in O1CCCC1 (tetrahydrofuran), O (water), CCCCCC (hexane), O1CCCC1 (tetrahydrofuran). Conditions: temperature 20 celsius, time 15 minute. Product: ClC1=CC=C(C=C1)C1=NOC2=C1CCC[C@H]([C@H]2C)C(=O)O (cis-3-(4-chlorophenyl)-5,6,7,8-tetrahydro-8-methyl-4H-cyclohept[ d]isoxazole-7-carboxylic acid). RXN SMILES: [Cl:1][C:2]1[CH:7]=[CH:6][C:5]([C:8]2[C:12]3[CH2:13][CH2:14][CH2:15][CH:16]([C:18]([OH:20])=[O:19])[CH2:17][C:11]=3[O:10][N:9]=2)=[CH:4][CH:3]=1.[CH:21]([N-]C(C)C)(C)C.[Li+].C([Li])CCC.C(NC(C)C)(C)C.CI.Cl>O1CCCC1.CCCCCC.O>[Cl:1][C:2]1[CH:3]=[CH:4][C:5]([C:8]2[C:12]3[CH2:13][CH2:14][CH2:15][C@@H:16]([C:18]([OH:20])=[O:19])[C@@H:17]([CH3:21])[C:11]=3[O:10][N:9]=2)=[CH:6][CH:7]=1 |f:1.2|. Procedure: A solution of 1.46 g (0.005 mol) of 3-(4-chlorophenyl)-5,6,7,8-tetrahydro-4H-cyclohept[d]isoxazole-7-carboxylic acid in 20 ml of tetrahydrofuran was added slowly at -70° C. to a solution of lithium diisopropylamide prepared by adding 4.4 ml of a 2.5M solution of n-butyllithium in hexane to 1.11 g (0.011 mol) of diisopropylamine in 20 ml of dry tetrahydrofuran at -70° C. After 15 minutes, 0.78 g of methyl iodide was added and the mixture was allowed to warm to 20° C. The mixture was added to wate...